describe an organic reaction: reactants, conditions, products, and yield From a dataset of the Open Reaction Database (ORD), a public repository of structured organic reaction records. Reactants: [N+](=O)([O-])C1=CC=C(CP2(OCCO2)=O)C=C1 (2-(4-nitrobenzyl)-1,3,2-dioxaphospholane-2-oxide). Reagents/catalysts: [C].[Pd] (palladium-carbon). Solvent: CO (methanol). The product is NC1=CC=C(CP2(OCCO2)=O)C=C1 (2-(4-aminobenzyl)-1,3,2-dioxaphospholane-2-oxide). The yield is 56.6%. As a reaction SMILES: [N+:1]([C:4]1[CH:16]=[CH:15][C:7]([CH2:8][P:9]2(=[O:14])[O:13][CH2:12][CH2:11][O:10]2)=[CH:6][CH:5]=1)([O-])=O>[C].[Pd].CO>[NH2:1][C:4]1[CH:16]=[CH:15][C:7]([CH2:8][P:9]2(=[O:14])[O:10][CH2:11][CH2:12][O:13]2)=[CH:6][CH:5]=1 |f:1.2|. Procedure: A mixture of 2-(4-nitrobenzyl)-1,3,2-dioxaphospholane-2-oxide (8.56 g), palladium-carbon (5%, 50% wet, 4.0 g) and methanol (300 ml) was subjected to a catalytic hydrogenation at room temperature and under 1 atm. After the catalyst was filtered off, the flitrate was concentrated under reduced pressure to yield 2-(4-aminobenzyl)-1,3,2-dioxaphospholane-2-oxide (4.25 g, 57%), which was then recrystallized from ethanol-hexane to yield colorless prisms having a melting point of 183° to 184° C. Reactants: CN(C)CC1=CC=CC(=N1)SCCCN (3-(6-dimethylaminomethyl-2-pyridylthio)-propylamine), CSC(=C[N+](=O)[O-])SC (1,1-bis(methylthio)-2-nitroethene). Solvent: C(C)#N (acetonitrile). Run at time 18 hour. The product is CN(C)CC1=CC=CC(=N1)SCCCNC(=C[N+](=O)[O-])SC (1-[3-(6-Dimethylaminomethyl-2-pyridylthio)propylamino]-1-methylthio-2-nitroethene). Isolated yield 73.0%. Reaction SMILES: [CH3:1][N:2]([CH2:4][C:5]1[N:10]=[C:9]([S:11][CH2:12][CH2:13][CH2:14][NH2:15])[CH:8]=[CH:7][CH:6]=1)[CH3:3].[CH3:16][S:17][C:18](SC)=[CH:19][N+:20]([O-:22])=[O:21]>C(#N)C>[CH3:1][N:2]([CH2:4][C:5]1[N:10]=[C:9]([S:11][CH2:12][CH2:13][CH2:14][NH:15][C:18]([S:17][CH3:16])=[CH:19][N+:20]([O-:22])=[O:21])[CH:8]=[CH:7][CH:6]=1)[CH3:3]. Procedure details: A mixture of 3-(6-dimethylaminomethyl-2-pyridylthio)-propylamine (1.13 g, 0.005 mol) and 1,1-bis(methylthio)-2-nitroethene (0.86 g, 0.0052 mol) in acetonitrile (10 ml) is warmed briefly to effect solution and then allowed to stand at ambient temperature for 18 hours. The solvent is evaporated and the residue is chromotographed on silica gel (50 g) eluting with 3-7% methanol/chloroform to give 1.25 g of a glassy product. Starting materials: CC=1CC2=CC=C(C(=C2C1)C1=CC(=CC(=C1)C(C)(C)C)C(C)(C)C)C (2,5-Dimethyl-4-(3,5-di-t-butylphenyl)indene), CC=1CC2=CC=C(C(=C2C1)C1=CC(=CC(=C1)C(C)(C)C)C(C)(C)C)C (2,5-Dimethyl-4-(3,5-di-t-butylphenyl)indene), [Li]CCCC (nBuLi). Solvent: CCCCC (pentane). Conditions: time 4 hour. The product is CC=1[CH-]C2=CC=C(C(=C2C1)C1=CC(=CC(=C1)C(C)(C)C)C(C)(C)C)C.[Li+] (Lithium[2,5-dimethyl-4-(3,5-di-t-butylphenyl)indenide]). As a reaction SMILES: [CH3:1][C:2]1[CH2:3][C:4]2[C:9]([CH:10]=1)=[C:8]([C:11]1[CH:16]=[C:15]([C:17]([CH3:20])([CH3:19])[CH3:18])[CH:14]=[C:13]([C:21]([CH3:24])([CH3:23])[CH3:22])[CH:12]=1)[C:7]([CH3:25])=[CH:6][CH:5]=2.[Li:26]CCCC>CCCCC>[CH3:1][C:2]1[CH-:3][C:4]2[C:9]([CH:10]=1)=[C:8]([C:11]1[CH:12]=[C:13]([C:21]([CH3:22])([CH3:23])[CH3:24])[CH:14]=[C:15]([C:17]([CH3:20])([CH3:19])[CH3:18])[CH:16]=1)[C:7]([CH3:25])=[CH:6][CH:5]=2.[Li+:26] |f:3.4|. Procedure: 2,5-Dimethyl-4-(3,5-di-t-butylphenyl)indene (3.4 g, 10 mmol), prepared as described above under (k), was dissolved in 200 ml of pentane. To the solution was added 4.1 ml of nBuLi (2.5 M in hexane), followed by stirring for four hours at room temperature. A white solid precipitated from solution and was collected by frit filtration and washed with additional pentane. Yield: 3.0 g (88%). The reactants are N#Cc1ccccc1-c1cc(-c2ccsc2C=O)cn(-c2ccccc2)c1=O, CC(=O)O[BH-](OC(C)=O)OC(C)=O, CCNCC, CC(=O)O, [Na+], [Na+], C1CCOC1, [OH-]. The product is CCN(CC)Cc1sccc1-c1cc(-c2ccccc2C#N)c(=O)n(-c2ccccc2)c1. As a reaction SMILES: [C:1](#[N:2])[c:3]1[c:4](-[c:9]2[c:10](=[O:28])[n:11](-[c:22]3[cH:23][cH:24][cH:25][cH:26][cH:27]3)[cH:12][c:13](-[c:15]3[c:16]([CH:20]=[O:21])[s:17][cH:18][cH:19]3)[cH:14]2)[cH:5][cH:6][cH:7][cH:8]1.[C:34]([O:35][BH-:36]([O:37][C:38](=[O:39])[CH3:40])[O:41][C:42](=[O:43])[CH3:44])(=[O:45])[CH3:46].[CH2:29]([CH3:30])[NH:31][CH2:32][CH3:33].[CH3:55][C:56](=[O:57])[OH:58].[Na+:47].[Na+:49].[O:50]1[CH2:51][CH2:52][CH2:53][CH2:54]1.[OH-:48]>>[C:1](#[N:2])[c:3]1[c:4](-[c:9]2[c:10](=[O:28])[n:11](-[c:22]3[cH:23][cH:24][cH:25][cH:26][cH:27]3)[cH:12][c:13](-[c:15]3[c:16]([CH2:20][N:31]([CH2:29][CH3:30])[CH2:32][CH3:33])[s:17][cH:18][cH:19]3)[cH:14]2)[cH:5][cH:6][cH:7][cH:8]1. Starting materials: c1ccc(CN2CCNCC2)cc1, C1COCCO1, O=C1C=CC(=O)c2nccnc21. Yields the product O=C1C=C(N2CCN(Cc3ccccc3)CC2)C(=O)c2nccnc21. As a reaction SMILES: [CH2:13]([c:14]1[cH:15][cH:16][cH:17][cH:18][cH:19]1)[N:20]1[CH2:21][CH2:22][NH:23][CH2:24][CH2:25]1.[O:26]1[CH2:27][CH2:28][O:29][CH2:30][CH2:31]1.[n:1]1[cH:2][cH:3][n:4][c:5]2[c:10]1[C:9](=[O:11])[CH:8]=[CH:7][C:6]2=[O:12]>>[n:1]1[cH:2][cH:3][n:4][c:5]2[c:10]1[C:9](=[O:11])[C:8]([N:23]1[CH2:22][CH2:21][N:20]([CH2:13][c:14]3[cH:15][cH:16][cH:17][cH:18][cH:19]3)[CH2:25][CH2:24]1)=[CH:7][C:6]2=[O:12]. RXN SMILES: [CH2:1]([C:4]1([S:7]([NH:10][C:11]2[CH:16]=[CH:15][C:14](=[O:17])[N:13]([CH3:18])[C:12]=2[N:19]([C:27]2[CH:32]=[CH:31][C:30]([I:33])=[CH:29][C:28]=2[F:34])[C:20](=[O:26])[O:21][C:22]([CH3:25])([CH3:24])[CH3:23])(=[O:9])=[O:8])[CH2:6][CH2:5]1)[CH:2]=C.CC1C=CC=C(C)N=1.[O:43]1CCOCC1>O.O=[Os](=O)(=O)=O>[F:34][C:28]1[CH:29]=[C:30]([I:33])[CH:31]=[CH:32][C:27]=1[N:19]([C:12]1[N:13]([CH3:18])[C:14](=[O:17])[CH:15]=[CH:16][C:11]=1[NH:10][S:7]([C:4]1([CH2:1][CH:2]=[O:43])[CH2:5][CH2:6]1)(=[O:9])=[O:8])[C:20](=[O:26])[O:21][C:22]([CH3:24])([CH3:23])[CH3:25]. The reagents and catalysts are O=[Os](=O)(=O)=O (OsO4). Reported procedure: To a solution of tert-butyl (3-{[(1-allylcyclopropyl)sulfonyl]amino}-1-methyl-6-oxo-1,6-dihydropyridin-2-yl)(2-fluoro-4-iodophenyl)carbamate (140 mg, 0.232 mmol) in dioxane (2.30 ml) under a nitrogen atmosphere was added H2O (0.51 ml). Then NaIO4 (4 eq, 198 mg, 0.928 mmol) and 2,6-dimethyl pyridin (2 eq, 0.054 ml, 0.464 mmol) were added and the mixture was cooled to 0° C. At this temperature OsO4 (4% in H2O, 0.05 eq, 71 μl, 0.012 mmol) was added. The mixture was allowed to come to room temperatu... Solvent: O (H2O), O (H2O). The product is FC1=C(C=CC(=C1)I)N(C(OC(C)(C)C)=O)C=1N(C(C=CC1NS(=O)(=O)C1(CC1)CC=O)=O)C (tert-butyl (2-fluoro-4-iodophenyl)[1-methyl-6-oxo-3-({[1-(2-oxoethyl)cyclopropyl]sulfonyl}amino)-1,6-dihydropyridin-2-yl]carbamate). The yield is 88.0%. Reactants: NaIO4, CC1=NC(=CC=C1)C (2,6-dimethyl pyridin), C(C=C)C1(CC1)S(=O)(=O)NC1=C(N(C(C=C1)=O)C)N(C(OC(C)(C)C)=O)C1=C(C=C(C=C1)I)F (tert-butyl (3-{[(1-allylcyclopropyl)sulfonyl]amino}-1-methyl-6-oxo-1,6-dihydropyridin-2-yl)(2-fluoro-4-iodophenyl)carbamate), O1CCOCC1 (dioxane). Conditions: temperature 0 celsius, time 18 hour. Reactants: C(C)(C)(C)C=1C=C(C=CC1OC(C(C)(C)C)=O)OCC=C (3-t-butyl-4-trimethylacetoxy-1-(2-propenyloxy)benzene), CN(C1=CC=CC=C1)C (dimethylaniline). Yields the product C(C)(C)(C)C=1C(=CC(=C(C1)O)CC=C)OC(C(C)(C)C)=O (5-t-butyl-4-trimethylacetoxy-2-(2-propenyl)phenol). Reaction SMILES: [C:1]([C:5]1[CH:6]=[C:7]([O:18]CC=C)[CH:8]=[CH:9][C:10]=1[O:11][C:12](=[O:17])[C:13]([CH3:16])([CH3:15])[CH3:14])([CH3:4])([CH3:3])[CH3:2].CN(C)[C:24]1[CH:29]=CC=C[CH:25]=1>>[C:1]([C:5]1[C:10]([O:11][C:12](=[O:17])[C:13]([CH3:16])([CH3:14])[CH3:15])=[CH:9][C:8]([CH2:29][CH:24]=[CH2:25])=[C:7]([OH:18])[CH:6]=1)([CH3:3])([CH3:4])[CH3:2]. Procedure details: 4.30 g of 3-t-butyl-4-trimethylacetoxy-1-(2-propenyloxy)benzene was dissolved in 30 ml of dimethylaniline and the solution was refluxed overnight under a nitrogen stream. The solution was allowed to attain room temperature and concentrated under reduced pressure, then extracted with ethyl acetate and 5% hydrochloric acid and the organic layers were washed with saturated brine, dried over anhydrous magnesium sulfate and then concentrated. The concentrate was purified by silica gel column chromato...